This data is from the Open Reaction Database (ORD), a public repository of structured organic reaction records. The task is: describe an organic reaction: reactants, conditions, products, and yield Reactants: CN(N)C (N,N-dimethylhydrazine), [N+](=O)([O-])C1=CC=C(COC(=O)N2[C@@H](C[C@H](C2)O[Si](C)(C)C(C)(C)C)CC=O)C=C1 ((2S,4R)-1-p-Nitrobenzyloxycarbonyl-2-formylmethyl-4-t-butyldimethylsilyloxypyrrolidine), C(C)(=O)OCC (ethyl acetate). Solvent: C(C)O (ethanol). Run at time 15 minute. The product is [N+](=O)([O-])C1=CC=C(COC(=O)N2[C@@H](C[C@H](C2)O[Si](C)(C)C(C)(C)C)CCNN(C)C)C=C1 ((2R,4R)-1-p-nitrobenzyloxycarbonyl-2-(2-dimethylhydrazinoethyl)-4-t-butyldimethylsilyloxypyrrolidine). As a reaction SMILES: [N+:1]([C:4]1[CH:29]=[CH:28][C:7]([CH2:8][O:9][C:10]([N:12]2[CH2:16][C@H:15]([O:17][Si:18]([C:21]([CH3:24])([CH3:23])[CH3:22])([CH3:20])[CH3:19])[CH2:14][C@H:13]2[CH2:25][CH:26]=O)=[O:11])=[CH:6][CH:5]=1)([O-:3])=[O:2].[CH3:30][N:31]([CH3:33])[NH2:32].C(OCC)(=O)C>C(O)C>[N+:1]([C:4]1[CH:5]=[CH:6][C:7]([CH2:8][O:9][C:10]([N:12]2[CH2:16][C@H:15]([O:17][Si:18]([C:21]([CH3:23])([CH3:22])[CH3:24])([CH3:19])[CH3:20])[CH2:14][C@H:13]2[CH2:25][CH2:26][NH:32][N:31]([CH3:33])[CH3:30])=[O:11])=[CH:28][CH:29]=1)([O-:3])=[O:2]. Reported procedure: (2S,4R)-1-p-Nitrobenzyloxycarbonyl-2-formylmethyl-4-t-butyldimethylsilyloxypyrrolidine (423 mg) was dissolved in 2 ml of ethanol, and 65 mg of N,N-dimethylhydrazine was added thereto, followed by stirring at room temperature for 15 minutes. To the reaction mixture was added ethyl acetate, and the mixture was washed with water, dried over anhydrous sodium sulfate and distilled to remove the solvent. The residue was purified by silica gel thin layer chromatography to obtain (2R,4R)-1-p-nitrobenzyl... Reactants: CCOc1c(Br)cc2c(c1Cl)OC(C)(C)CC2=O, C1CCOC1, CN1CCCN(C)C1=O, CC(C)[Mg+], [Cl-]. The product is CCOc1c(Br)cc2c(c1Cl)OC(C)(C)C=C2C(C)C. As a reaction SMILES: [Br:6][c:7]1[cH:8][c:9]2[c:14]([c:15]([Cl:20])[c:16]1[O:17][CH2:18][CH3:19])[O:13][C:12]([CH3:21])([CH3:22])[CH2:11][C:10]2=[O:23].[CH2:33]1[O:34][CH2:35][CH2:36][CH2:37]1.[CH3:24][N:25]1[CH2:26][CH2:27][CH2:28][N:29]([CH3:30])[C:31]1=[O:32].[CH:2]([CH3:3])([CH3:4])[Mg+:5].[Cl-:1]>>[CH:2]([CH3:3])([CH3:4])[C:10]1=[CH:11][C:12]([CH3:21])([CH3:22])[O:13][c:14]2[c:9]1[cH:8][c:7]([Br:6])[c:16]([O:17][CH2:18][CH3:19])[c:15]2[Cl:20]. Reactants: N1(CCOCC1)C=1C=CC(=C(C(=O)N)C1)N (5-morpholinyl-2-aminobenzamide), C1=CC=C2C(=C1)C(=CS2)C=O (thianaphthene-3-carboxaldehyde). The product is O1CCN(CC1)C=1C=C2C(NC(=NC2=CC1)C=1C2=C(SC1)C=CC=C2)=O (6-(Morpholino)-2-(benzo[b]thiophen-3-yl)quinazolin-4-one). As a reaction SMILES: [N:1]1([C:7]2[CH:8]=[CH:9][C:10]([NH2:16])=[C:11]([CH:15]=2)[C:12]([NH2:14])=[O:13])[CH2:6][CH2:5][O:4][CH2:3][CH2:2]1.[CH:17]1[CH:22]=[C:21]2[C:23]([CH:26]=O)=[CH:24][S:25][C:20]2=[CH:19][CH:18]=1>>[O:4]1[CH2:5][CH2:6][N:1]([C:7]2[CH:15]=[C:11]3[C:10](=[CH:9][CH:8]=2)[N:16]=[C:26]([C:23]2[C:21]4[CH:22]=[CH:17][CH:18]=[CH:19][C:20]=4[S:25][CH:24]=2)[NH:14][C:12]3=[O:13])[CH2:2][CH2:3]1. Reported procedure: Compound 31 was synthesized from 5-morpholinyl-2-aminobenzamide (13) (1.6 g, 7.3 mmol) and thianaphthene-3-carboxaldehyde (16) (1.2 g, 7.3 mmol): yield 1.6 g (60%); brown crystals; mp>300° C.; 1H NMR (DMSO-d6) δ 2.47 (4H, t, J=4.7 Hz, CH2NCH2), 3.75 (4H, t, J=4.7 Hz, CH2OCH2), 7.44-7.59 (4H, m, 4×ArH), 7.67-7.72 (1H, m, 1×ArH), 8.03-8.07 (1H, m, 1×ArH), 8.67 (1H, s, 1×ArH), 8.96-9.00 (1H, m, 1×ArH), 12.31 (1H, br s, NH) ppm; MS (ESI) m/z 363; Anal. (C20H17N3O2S): C, H, N.